From a dataset of the Open Reaction Database (ORD), a public repository of structured organic reaction records. describe an organic reaction: reactants, conditions, products, and yield Reactants: O1CC(CC1)COC(=O)N1CCN(CC1)CC1=CC=CC=C1 (4-Benzyl-piperazine-1-carboxylic acid tetrahydro-furan-3-ylmethyl ester), [H][H] (hydrogen). Reagents/catalysts: [Pd] (Palladium on carbon). Solvent: C(C)O (ethanol). Yields the product O1CC(CC1)COC(=O)N1CCNCC1 (piperazine-1-carboxylic acid tetrahydro-furan-3-ylmethyl ester). The yield is 103.3%. As a reaction SMILES: [O:1]1[CH2:5][CH2:4][CH:3]([CH2:6][O:7][C:8]([N:10]2[CH2:15][CH2:14][N:13](CC3C=CC=CC=3)[CH2:12][CH2:11]2)=[O:9])[CH2:2]1.[H][H]>C(O)C.[Pd]>[O:1]1[CH2:5][CH2:4][CH:3]([CH2:6][O:7][C:8]([N:10]2[CH2:11][CH2:12][NH:13][CH2:14][CH2:15]2)=[O:9])[CH2:2]1. Procedure: 4-Benzyl-piperazine-1-carboxylic acid tetrahydro-furan-3-ylmethyl ester (11.0 g) was dissolved in 100 ml ethanol. Palladium on carbon (10% Pd/C, 0.5 g) was added, and a hydrogen atmosphere was applied overnight at room temperature. The solution was filtered through Celite to remove the catalyst, and the Celite cake was rinsed with 50 ml ethanol. The combined filtrates were evaporated to dryness to yield piperazine-1-carboxylic acid tetrahydro-furan-3-ylmethyl ester (8.0 g) as a colorless oil. Starting materials: C(CC)C1=NC2=C(N1CC1=CC=C(C=C1)C1=C(C=CC=C1)C#N)C=C(C=C2C)N2C(C=1C(C2=O)=CC=CC1)=O (4'-[(2-n-propyl-4-methyl-6-phthalimido-1H-benzimidazol-1-yl)-methyl]-2-cyanobiphenyl), C(CCC)[Sn](CCCC)(CCCC)N=[N+]=[N-] (tributyl tin azide). Run in C1(=CC=CC=C1)C (toluene). Yields the product C(CC)C1=NC2=C(N1CC1=CC=C(C=C1)C1=C(C=CC=C1)C1=NN=NN1)C=C(C=C2C)N (4'-[[2-n-Propyl-4-methyl-6-amino-1H-benzimidazol-1-yl]-methyl]-2-(1H-tetrazol-5-yl)-biphenyl). As a reaction SMILES: [CH2:1]([C:4]1[N:8]([CH2:9][C:10]2[CH:15]=[CH:14][C:13]([C:16]3[CH:21]=[CH:20][CH:19]=[CH:18][C:17]=3[C:22]#[N:23])=[CH:12][CH:11]=2)[C:7]2[CH:24]=[C:25]([N:29]3C(=O)C4=CC=CC=C4C3=O)[CH:26]=[C:27]([CH3:28])[C:6]=2[N:5]=1)[CH2:2][CH3:3].C([Sn]([N:53]=[N+:54]=[N-:55])(CCCC)CCCC)CCC>C1(C)C=CC=CC=1>[CH2:1]([C:4]1[N:8]([CH2:9][C:10]2[CH:11]=[CH:12][C:13]([C:16]3[CH:21]=[CH:20][CH:19]=[CH:18][C:17]=3[C:22]3[NH:23][N:55]=[N:54][N:53]=3)=[CH:14][CH:15]=2)[C:7]2[CH:24]=[C:25]([NH2:29])[CH:26]=[C:27]([CH3:28])[C:6]=2[N:5]=1)[CH2:2][CH3:3]. Procedure: 4.75 g (12.5 mMol) of 4'-[(2-n-propyl-4-methyl-6-phthalimido-1H-benzimidazol-1-yl)-methyl]-2-cyanobiphenyl are dissolved in 200 ml of absolute toluene and combined with 20.8 g (62.5 mMol) of tributyl tin azide. The reaction mixture is refluxed for 5 days with stirring. Then the solvent is distilled off, the residue is taken up in saline solution and extracted 3 times with 100 ml of ethyl acetate. The combined organic phases are dried over sodium sulphate and evaporated down. The residue is chrom... The reactants are ClC1=CC(=C(C=C1S(=O)(=O)C)C=1NC(C(N1)(C)C1=CC=C(C=C1)Cl)(C)C1=CC=C(C=C1)Cl)OCC (rac-(4S*,5R*)-2-(4-chloro-2-ethoxy-5-methanesulfonyl-phenyl)-4,5-bis-(4-chloro-phenyl)-4,5-dimethyl-4,5-dihydro-1H-imidazole), C(=O)(Cl)Cl (phosgene). Run in C(C)N(CC)CC (triethylamine). The product is ClC1=CC(=C(C=C1S(=O)(=O)C)C=1N(C(C(N1)(C)C1=CC=C(C=C1)Cl)(C)C1=CC=C(C=C1)Cl)C(=O)Cl)OCC (rac-(4S*,5R*)-2-(4-Chloro-2-ethoxy-5-methanesulfonyl-phenyl)-4,5-bis-(4-chloro-phenyl)-4,5-dimethyl-4,5-dihydro-imidazole-1-carbonyl chloride). Reaction SMILES: [Cl:1][C:2]1[C:7]([S:8]([CH3:11])(=[O:10])=[O:9])=[CH:6][C:5]([C:12]2[NH:13][C:14]([C:26]3[CH:31]=[CH:30][C:29]([Cl:32])=[CH:28][CH:27]=3)([CH3:25])[C:15]([C:18]3[CH:23]=[CH:22][C:21]([Cl:24])=[CH:20][CH:19]=3)([CH3:17])[N:16]=2)=[C:4]([O:33][CH2:34][CH3:35])[CH:3]=1.[C:36](Cl)([Cl:38])=[O:37]>C(N(CC)CC)C>[Cl:1][C:2]1[C:7]([S:8]([CH3:11])(=[O:10])=[O:9])=[CH:6][C:5]([C:12]2[N:16]([C:36]([Cl:38])=[O:37])[C:15]([C:18]3[CH:19]=[CH:20][C:21]([Cl:24])=[CH:22][CH:23]=3)([CH3:17])[C:14]([C:26]3[CH:27]=[CH:28][C:29]([Cl:32])=[CH:30][CH:31]=3)([CH3:25])[N:13]=2)=[C:4]([O:33][CH2:34][CH3:35])[CH:3]=1. Procedure: In a manner analogous to the method described in example 3, rac-(4S*,5R*)-2-(4-chloro-2-ethoxy-5-methanesulfonyl-phenyl)-4,5-bis-(4-chloro-phenyl)-4,5-dimethyl-4,5-dihydro-1H-imidazole was reacted with phosgene in the presence of triethylamine to give the title compound. Starting materials: O=C([O-])O, CCOC(=O)c1cccc(C23CCCC2O3)c1, ClCCl, [Na+]. The product is CCOC(=O)c1cccc(C2CCCC2=O)c1. Reaction SMILES: [C:18](=[O:19])([OH:20])[O-:21].[C:1]12([c:7]3[cH:8][c:9]([C:10](=[O:11])[O:12][CH2:13][CH3:14])[cH:15][cH:16][cH:17]3)[CH2:2][CH2:3][CH2:4][CH:5]1[O:6]2.[CH2:23]([Cl:24])[Cl:25].[Na+:22]>>[CH:1]1([c:7]2[cH:8][c:9]([C:10](=[O:11])[O:12][CH2:13][CH3:14])[cH:15][cH:16][cH:17]2)[CH2:2][CH2:3][CH2:4][C:5]1=[O:6]. Run at temperature 0 celsius. Starting materials: OS(=O)(=O)[O-].OS(=O)(=O)O[O-].OS(=O)(=O)O[O-].[O-]S(=O)(=O)[O-].[K+].[K+].[K+].[K+].[K+] (potassium monopersulfate triple salt), C(CCC)NC(C(C[C@@H]([C@H](C[C@H](CC1=CC(=C(C=C1)C(C)(C)C)OCSC)C(C)C)NC(=O)OC(C)(C)C)O)C)=O (N-tert-butoxycarbonyl-2(R,S)-methyl-4(S)-hydroxy-5(S)-amino-7(S)-isopropyl-8-[3-(methylthio-methoxy)-4-tert-butyl-phenyl]-octanoic acid (N-butyl)amide), CO (methanol). Product: C(CCC)NC(C(C[C@@H]([C@H](C[C@H](CC1=CC(=C(C=C1)C(C)(C)C)OCS(=O)(=O)C)C(C)C)NC(=O)OC(C)(C)C)O)C)=O (N-Tert-butoxycarbonyl-2(R,S)-methyl-4(S)-hydroxy-5(S)-amino-7(S)-isopropyl-8-[3-(methylsulfonyl-methoxy)-4-tert-butyl-phenyl]-octanoic acid (N-butyl)amide). Reaction SMILES: [OH:1][S:2]([O-:5])(=O)=O.OS(O[O-])(=O)=O.OS(O[O-])(=O)=O.[O-]S([O-])(=O)=O.[K+].[K+].[K+].[K+].[K+].[CH2:28]([NH:32][C:33](=[O:68])[CH:34]([CH3:67])[CH2:35][C@H:36]([OH:66])[C@@H:37]([NH:58][C:59]([O:61][C:62]([CH3:65])([CH3:64])[CH3:63])=[O:60])[CH2:38][C@@H:39]([CH:55]([CH3:57])[CH3:56])[CH2:40][C:41]1[CH:46]=[CH:45][C:44]([C:47]([CH3:50])([CH3:49])[CH3:48])=[C:43]([O:51][CH2:52]SC)[CH:42]=1)[CH2:29][CH2:30][CH3:31].[CH3:69]O>O>[CH2:28]([NH:32][C:33](=[O:68])[CH:34]([CH3:67])[CH2:35][C@H:36]([OH:66])[C@@H:37]([NH:58][C:59]([O:61][C:62]([CH3:63])([CH3:64])[CH3:65])=[O:60])[CH2:38][C@@H:39]([CH:55]([CH3:56])[CH3:57])[CH2:40][C:41]1[CH:46]=[CH:45][C:44]([C:47]([CH3:49])([CH3:48])[CH3:50])=[C:43]([O:51][CH2:52][S:2]([CH3:69])(=[O:5])=[O:1])[CH:42]=1)[CH2:29][CH2:30][CH3:31] |f:0.1.2.3.4.5.6.7.8|. Reported procedure: With stirring at 0° C., a solution of 115 mg of potassium monopersulfate triple salt in 0.5 ml of water is added dropwise to a solution of 74 mg of N-tert-butoxycarbonyl-2(R,S)-methyl-4(S)-hydroxy-5(S)-amino-7(S)-isopropyl-8-[3-(methylthio-methoxy)-4-tert-butyl-phenyl]-octanoic acid (N-butyl)amide in 0.5 ml of methanol and the mixture is then stirred at room temperature for a further 20 hours. The reaction mixture is partitioned between dichloromethane and water. The organic phases are concentra... Solvent: O (water). Starting materials: C(C)(C)(C)OC(=O)C(C=1C=C(C(=O)O)C=CC1)NC (3-[(t-butyloxycarbonyl)-N-methyl-aminomethyl]benzoic acid), OC1=CC=CC=2NN=NC21 (hydroxybenzotriazole), CN1CCOCC1 (N-methylmorpholine), Cl.COC([C@@H](N)CCSC)=O (methionine methyl ester hydrochloride), methyl ester hydrochloride. Run in CN(C=O)C (dimethylformamide), C(CCl)Cl (EDC). Conditions: time 2 hour. The product is C(=O)(OC)[C@H](CCSC)NC(C1=CC(=CC=C1)C(NC)C(=O)OC(C)(C)C)=O (N-(1(S)-carbomethoxy-3-methylthiopropyl)3-[(t-butyloxycarbonyl)-N-methylaminomethyl]benzamide). RXN SMILES: [C:1]([O:5][C:6]([CH:8]([NH:18][CH3:19])[C:9]1[CH:10]=[C:11]([CH:15]=[CH:16][CH:17]=1)[C:12]([OH:14])=O)=[O:7])([CH3:4])([CH3:3])[CH3:2].OC1C2N=NNC=2C=CC=1.CN1CCOCC1.Cl.[CH3:38][O:39][C:40](=[O:47])[C@H:41]([CH2:43][CH2:44][S:45][CH3:46])[NH2:42]>CN(C)C=O.C(Cl)CCl>[C:40]([C@@H:41]([NH:42][C:12](=[O:14])[C:11]1[CH:15]=[CH:16][CH:17]=[C:9]([CH:8]([C:6]([O:5][C:1]([CH3:2])([CH3:3])[CH3:4])=[O:7])[NH:18][CH3:19])[CH:10]=1)[CH2:43][CH2:44][S:45][CH3:46])([O:39][CH3:38])=[O:47] |f:3.4|. Reported procedure: To a solution of the product from Step F (0.27 g) in dimethylformamide (10 mL) was added hydroxybenzotriazole (0.16 g), EDC (0.19 g), N-methylmorpholine (0.40 mL), and (S) methione methyl ester hydrochloride (0.203 mg). After stirring for 2 h the solution was concentrated in vacuo and the residue was partitioned with water and ethyl acetate. The ethyl acetate layer was washed with saturated sodium hydrogen carbonate, 2% potassium hydrogen sulfate and saturated sodium chloride, dried over magnesi... Starting materials: FC=1C=C(C=CC1OC)CC(=O)O ((3-Fluoro-4-methoxyphenyl)acetic acid), CO (MeOH), OS(=O)(=O)O (H2SO4). Product: COC(CC1=CC(=C(C=C1)OC)F)=O ((3-fluoro-4-methoxyphenyl)acetic acid methyl ester). Reaction SMILES: [F:1][C:2]1[CH:3]=[C:4]([CH2:10][C:11]([OH:13])=[O:12])[CH:5]=[CH:6][C:7]=1[O:8][CH3:9].OS(O)(=O)=O.[CH3:19]O>>[CH3:19][O:12][C:11](=[O:13])[CH2:10][C:4]1[CH:5]=[CH:6][C:7]([O:8][CH3:9])=[C:2]([F:1])[CH:3]=1. Procedure: (3-Fluoro-4-methoxyphenyl)acetic acid (5.0 g, 27.1 mmol) is dissolved in MeOH (100 mL). To it is added concentrated H2SO4 (5 mL) and the solution it warmed to reflux for 2 h. At that point, the solution is evaporated to dryness and taken up in EtOAc. The solution is washed with saturated aqueous NaHCO3, dried (Na2SO4) and evaporated to give (3-fluoro-4-methoxyphenyl)acetic acid methyl ester (cas#588-14-7) as a yellow oil. MS (ESI) m/z 199.3 (M+H). The reactants are COC(=O)C=CC=C(c1ccc(OC)cc1)c1cccnc1, CO, [Na+], [OH-]. The product is COc1ccc(C(=CC=CC(=O)O)c2cccnc2)cc1. RXN SMILES: [CH3:1][O:2][C:3]([CH:4]=[CH:5][CH:6]=[C:7]([c:8]1[cH:9][n:10][cH:11][cH:12][cH:13]1)[c:14]1[cH:15][cH:16][c:17]([O:20][CH3:21])[cH:18][cH:19]1)=[O:22].[CH3:25][OH:26].[Na+:24].[OH-:23]>>[O:2]=[C:3]([CH:4]=[CH:5][CH:6]=[C:7]([c:8]1[cH:9][n:10][cH:11][cH:12][cH:13]1)[c:14]1[cH:15][cH:16][c:17]([O:20][CH3:21])[cH:18][cH:19]1)[OH:22]. Reactants: aqueous solution, Cl.C(C)(C)(CC)NN (t-amylhydrazine hydrochloride), C(CCC(=O)C)(=O)OCC=C (allyl levulinate), [OH-].[Na+] (sodium hydroxide). The solvent is O (water). Yields the product C(C)(C)(CC)NN=C(CCC(=O)OCC=C)C (Allyl Levulinate t-Amylhydrazone). Reaction SMILES: Cl.[C:2]([NH:7][NH2:8])([CH2:5][CH3:6])([CH3:4])[CH3:3].[C:9]([O:16][CH2:17][CH:18]=[CH2:19])(=[O:15])[CH2:10][CH2:11][C:12]([CH3:14])=O.[OH-].[Na+]>O>[C:2]([NH:7][N:8]=[C:12]([CH3:14])[CH2:11][CH2:10][C:9]([O:16][CH2:17][CH:18]=[CH2:19])=[O:15])([CH2:5][CH3:6])([CH3:4])[CH3:3] |f:0.1,3.4|. Procedure: To a 1 liter round bottom flask equipped with a magnetic stirrer and water-cooled condenser was added 760 grams (0.5 mole) of a 9.1% aqueous solution of t-amylhydrazine hydrochloride, 78 grams (0.5 mole) of allyl levulinate and 40 grams (0.5 mole) of 50% sodium hydroxide. The flask was placed in an oil bath on a magnetic stirrer and the contents stirred and heated to reflux. The reaction was refluxed gently for 3 hours and allowed to cool to room temperature. The organic layer was separated, dri... The reactants are ClC1=C(OCCCC(=O)C2=CC=C(C=C2)F)C(=CC(=C1)OCC=C(Cl)Cl)Cl (4-[2,6-dichloro-4-(3,3-dichloro-allyloxy)-phenoxy]-1-(4-fluoro-phenyl)-butan-1-one), CC(C)(C)[O-].[K+] (potassium tert-butylate). Reagents/catalysts: [Br-].C[P+](C1=CC=CC=C1)(C1=CC=CC=C1)C1=CC=CC=C1 (methyltriphenylphosphonium bromide). Run in C1(=CC=CC=C1)C (toluene), C1(=CC=CC=C1)C (toluene). Reaction conditions: temperature 80 celsius, time 2 hour. Product: ClC1=C(C(=CC(=C1)OCC=C(Cl)Cl)Cl)OCCCC(=C)C1=CC=C(C=C1)F (1,3-dichloro-5-(3,3-dichloro-allyloxy)-2-[4-(4-fluoro-phenyl)-pent-4-enyloxy]-benzene). RXN SMILES: [CH3:1]C([O-])(C)C.[K+].[Cl:7][C:8]1[CH:26]=[C:25]([O:27][CH2:28][CH:29]=[C:30]([Cl:32])[Cl:31])[CH:24]=[C:23]([Cl:33])[C:9]=1[O:10][CH2:11][CH2:12][CH2:13][C:14]([C:16]1[CH:21]=[CH:20][C:19]([F:22])=[CH:18][CH:17]=1)=O>[Br-].C[P+](C1C=CC=CC=1)(C1C=CC=CC=1)C1C=CC=CC=1.C1(C)C=CC=CC=1>[Cl:7][C:8]1[CH:26]=[C:25]([O:27][CH2:28][CH:29]=[C:30]([Cl:32])[Cl:31])[CH:24]=[C:23]([Cl:33])[C:9]=1[O:10][CH2:11][CH2:12][CH2:13][C:14]([C:16]1[CH:21]=[CH:20][C:19]([F:22])=[CH:18][CH:17]=1)=[CH2:1] |f:0.1,3.4|. Reported procedure: 84 mg of potassium tert-butylate and 236 mg of methyltriphenylphosphonium bromide are stirred in 6 ml of toluene for 3 hours at 80° C. 200 mg of 4-[2,6-dichloro-4-(3,3-dichloro-allyloxy)-phenoxy]-1-(4-fluoro-phenyl)-butan-1-one in 2 ml of toluene are then added and the mixture is stirred for a further 2 hours at 80° C. The reaction mixture is cooled and filtered and the filtrate is concentrated. After purification over silica gel, the title compound is obtained.